describe an organic reaction: reactants, conditions, products, and yield From a dataset of the Open Reaction Database (ORD), a public repository of structured organic reaction records. Reactants: C(C)(=O)O (acetic acid), [O-]C#N.[Na+] (sodium cyanate), ClC1=C(C=CC(=C1)SC1=CC=C(C=C1)N)NC([C@@](C(F)(F)F)(C)OC(C)=O)=O ((R)-N-[2-chloro-4-{4-aminophenylsulphanyl}phenyl]-2-acetoxy-2-methyl-3,3,3-trifluoropropanamide). Run in C1CCOC1 (THF), O (Water), O (water). Conditions: time 2 hour. Product: ClC1=C(C=CC(=C1)SC1=CC=C(C=C1)NC(=O)N)NC([C@@](C(F)(F)F)(C)OC(C)=O)=O ((R)-N-[2-Chloro-4-{4-ureidophenylsulphanyl}phenyl]-2-acetoxy-2-methyl-3,3,3-trifluoropropanamide). Yield: 65.3%. As a reaction SMILES: C(O)(=O)C.[O-:5][C:6]#[N:7].[Na+].[Cl:9][C:10]1[CH:15]=[C:14]([S:16][C:17]2[CH:22]=[CH:21][C:20]([NH2:23])=[CH:19][CH:18]=2)[CH:13]=[CH:12][C:11]=1[NH:24][C:25](=[O:36])[C@:26]([O:32][C:33](=[O:35])[CH3:34])([CH3:31])[C:27]([F:30])([F:29])[F:28]>C1COCC1.O>[Cl:9][C:10]1[CH:15]=[C:14]([S:16][C:17]2[CH:18]=[CH:19][C:20]([NH:23][C:6]([NH2:7])=[O:5])=[CH:21][CH:22]=2)[CH:13]=[CH:12][C:11]=1[NH:24][C:25](=[O:36])[C@:26]([O:32][C:33](=[O:35])[CH3:34])([CH3:31])[C:27]([F:30])([F:28])[F:29] |f:1.2|. Procedure details: Water (0.34 ml), acetic acid (0.54 ml) and sodium cyanate (0.104 g dissolved in 0.3 ml of water) were added to a solution of (R)-N-[2-chloro-4-{4-aminophenylsulphanyl}phenyl]-2-acetoxy-2-methyl-3,3,3-trifluoropropanamide (0.432 g) (Method 22) in THF (0.8 ml. The mixture was stirred for 2 hours then diluted with water (5 ml) and extracted with ethyl acetate (2×20 ml). The extracts were poured onto a Varian Chem Elut column and eluted with ethyl acetate. Volatile material was removed by evaporatio... The reactants are COC(=O)C=1N=C(OC1C)C(CC)NC(=O)C=1C2=C(C=NC1)N(N=C2)C2=CC=C(C=C2)F (2-(1-{[1-(4-fluorophenyl)-1H-pyrazolo[3,4-c]pyridine-4-carbonyl]-amino}-propyl)-5-methyl-oxazole-4-carboxylic acid methyl ester), solution, N (ammonia), CO (methanol). Conditions: temperature 90 celsius, time 34 hour. Product: C(N)(=O)C=1N=C(OC1C)C(CC)NC(=O)C=1C2=C(C=NC1)N(N=C2)C2=CC=C(C=C2)F (1-(4-Fluorophenyl)-1H-pyrazolo[3,4-c]pyridine-4-carboxylic acid [1-(4-carbamoyl-5-methyl-oxazol-2-yl)-propyl]-amide). RXN SMILES: C[O:2][C:3]([C:5]1[N:6]=[C:7]([CH:11]([NH:14][C:15]([C:17]2[C:18]3[CH:25]=[N:24][N:23]([C:26]4[CH:31]=[CH:30][C:29]([F:32])=[CH:28][CH:27]=4)[C:19]=3[CH:20]=[N:21][CH:22]=2)=[O:16])[CH2:12][CH3:13])[O:8][C:9]=1[CH3:10])=O.[NH3:33].CO>>[C:3]([C:5]1[N:6]=[C:7]([CH:11]([NH:14][C:15]([C:17]2[C:18]3[CH:25]=[N:24][N:23]([C:26]4[CH:31]=[CH:30][C:29]([F:32])=[CH:28][CH:27]=4)[C:19]=3[CH:20]=[N:21][CH:22]=2)=[O:16])[CH2:12][CH3:13])[O:8][C:9]=1[CH3:10])(=[O:2])[NH2:33]. Procedure: A mixture of 2-(1-{[1-(4-fluorophenyl)-1H-pyrazolo[3,4-c]pyridine-4-carbonyl]-amino}-propyl)-5-methyl-oxazole-4-carboxylic acid methyl ester (40 mg, 0.091 mmol) in a 7 M solution of ammonia in methanol (525 μL, 3.66 mmol) was stirred at 90° C. in a sealed tube. After 34 hours, the reaction was cooled to room temperature, vented, opened and concentrated. The resulting residue was purified by silica gel chromatography eluting with a gradient of 0-10% methanol in methylene chloride to afford the ti...